This data is from the Open Reaction Database (ORD), a public repository of structured organic reaction records. The task is: describe an organic reaction: reactants, conditions, products, and yield Starting materials: BrC1=CC=C(C=C1)C1OC2=C(C1=O)C(=CC(=C2)OCC)OCC (2-(4-bromophenyl)-4,6-diethoxybenzofuran-3-one), C(C=CC1=CC=CC=C1)=O (cinnamaldehyde), [Cl-].[NH4+] (ammonium chloride), C[O-].[Na+] (sodium methoxide). Solvent: CO (methanol), C1(=CC=CC=C1)C (toluene), C1(=CC=CC=C1)C (toluene). Run at time 8 hour. Yields the product BrC1=CC=C(C=C1)[C@]1(OC2=C(C1=O)C(=CC(=C2)OCC)OCC)[C@@H](CC=O)C2=CC=CC=C2 ((S*,R*)-3-[2-(4-Bromophenyl)-4,6-diethoxy-3-oxo-2,3-dihydrobenzofuran-2-yl]-3-phenylpropanal), BrC1=CC=C(C=C1)[C@]1(OC2=C(C1=O)C(=CC(=C2)OCC)OCC)[C@H](CC=O)C2=CC=CC=C2 ((R*,R*)-3-[2-(4-bromophenyl)-4,6-diethoxy-3-oxo-2,3-dihydrobenzofuran-2-yl]-3-phenylpropanal). The yield is 42.5%. RXN SMILES: [Br:1][C:2]1[CH:7]=[CH:6][C:5]([CH:8]2[C:12](=[O:13])[C:11]3[C:14]([O:21][CH2:22][CH3:23])=[CH:15][C:16]([O:18][CH2:19][CH3:20])=[CH:17][C:10]=3[O:9]2)=[CH:4][CH:3]=1.C[O-].[Na+].[CH:27](=[O:36])[CH:28]=[CH:29][C:30]1[CH:35]=[CH:34][CH:33]=[CH:32][CH:31]=1.[Cl-].[NH4+]>CO.C1(C)C=CC=CC=1>[Br:1][C:2]1[CH:7]=[CH:6][C:5]([C@:8]2([C@H:29]([C:30]3[CH:35]=[CH:34][CH:33]=[CH:32][CH:31]=3)[CH2:28][CH:27]=[O:36])[C:12](=[O:13])[C:11]3[C:14]([O:21][CH2:22][CH3:23])=[CH:15][C:16]([O:18][CH2:19][CH3:20])=[CH:17][C:10]=3[O:9]2)=[CH:4][CH:3]=1.[Br:1][C:2]1[CH:7]=[CH:6][C:5]([C@:8]2([C@@H:29]([C:30]3[CH:35]=[CH:34][CH:33]=[CH:32][CH:31]=3)[CH2:28][CH:27]=[O:36])[C:12](=[O:13])[C:11]3[C:14]([O:21][CH2:22][CH3:23])=[CH:15][C:16]([O:18][CH2:19][CH3:20])=[CH:17][C:10]=3[O:9]2)=[CH:4][CH:3]=1 |f:1.2,4.5|. Procedure: Under argon, 20.9 g (55.4 mmol) of 2-(4-bromophenyl)-4,6-diethoxybenzofuran-3-one are dissolved in 422 ml of degassed methanol and 100 ml of degassed toluene. At RT, 2.00 g (11.1 mmol) of a 30% strength methanolic sodium methoxide solution are added. One minute later, cinnamaldehyde (9.52 g, 72.0 mmol) dissolved in 111 ml of degassed toluene is added. The mixture is stirred at RT overnight and then left to stand for 48 h. Subsequently saturated ammonium chloride solution is added and the mixture... Reactants: FC1=NC=CC=C1 (2-fluoropyridine), CC1=CC=C(C=C1)S(=O)(=O)OC (methyl 4-methylbenzenesulphonate). Reaction conditions: temperature 70 celsius, time 6 hour. Product: CC1=CC=C(C=C1)S(=O)(=O)[O-].FC1=[N+](C=CC=C1)C (2-Fluoro-1-methylpyridinium 4-methylbenzenesulphonate). As a reaction SMILES: [F:1][C:2]1[CH:7]=[CH:6][CH:5]=[CH:4][N:3]=1.[CH3:8][C:9]1[CH:14]=[CH:13][C:12]([S:15]([O:18]C)(=[O:17])=[O:16])=[CH:11][CH:10]=1>>[CH3:8][C:9]1[CH:10]=[CH:11][C:12]([S:15]([O-:18])(=[O:17])=[O:16])=[CH:13][CH:14]=1.[F:1][C:2]1[CH:7]=[CH:6][CH:5]=[CH:4][N+:3]=1[CH3:8] |f:2.3|. Reported procedure: 10 mmol of 2-fluoropyridine and 10 mmol of methyl 4-methylbenzenesulphonate are mixed in a 50 ml round-bottomed flask and stirred for 6 hours at 70° C. under a nitrogen atmosphere. The salt obtained in the form of a white solid is used without additional purification in the following step.